This data is from the Open Reaction Database (ORD), a public repository of structured organic reaction records. The task is: describe an organic reaction: reactants, conditions, products, and yield Reactants: C(C)(=O)C=1C=NC=CC1CC1C(C2=CC=C(C=C2CC1)OC)=O (2-[(3-acetyl-4-pyridyl)methyl]-6-methoxy-tetralin-1-one), FC1=C(CBr)C=CC=C1 (2-fluorobenzyl bromide). The product is [Br-].C(C)(=O)C=1C=[N+](C=CC1CC1C(C2=CC=C(C=C2CC1)OC)=O)CC1=C(C=CC=C1)F (2-[[3-acetyl-1-[(2-fluorophenyl)methyl]pyridin-1-ium-4-yl]methyl]-6-methoxy-tetralin-1-one bromide). Reaction SMILES: [C:1]([C:4]1[CH:5]=[N:6][CH:7]=[CH:8][C:9]=1[CH2:10][CH:11]1[CH2:20][CH2:19][C:18]2[C:13](=[CH:14][CH:15]=[C:16]([O:21][CH3:22])[CH:17]=2)[C:12]1=[O:23])(=[O:3])[CH3:2].[F:24][C:25]1[CH:32]=[CH:31][CH:30]=[CH:29][C:26]=1[CH2:27][Br:28]>>[Br-:28].[C:1]([C:4]1[CH:5]=[N+:6]([CH2:27][C:26]2[CH:29]=[CH:30][CH:31]=[CH:32][C:25]=2[F:24])[CH:7]=[CH:8][C:9]=1[CH2:10][CH:11]1[CH2:20][CH2:19][C:18]2[C:13](=[CH:14][CH:15]=[C:16]([O:21][CH3:22])[CH:17]=2)[C:12]1=[O:23])(=[O:3])[CH3:2] |f:2.3|. Procedure: The title compound 127 is prepared according to the procedure reported in Example 38.1 with compound 103 (62 mg, 0.2 mmol) and 2-fluorobenzyl bromide (36 μL, 0.3 mmol) as reactants. White solid. (Yield 70.3 mg, 70%).